Task: describe an organic reaction: reactants, conditions, products, and yield. Dataset: the Open Reaction Database (ORD), a public repository of structured organic reaction records Procedure: Di(tert-butyl) ((2S)-1-(3-((4-((5-(2-((3,4-difluorophenyl)amino)-2-oxoethyl)-1,3-thiazol-2-yl)amino)-6-methoxyquinazolin-7-yl)oxy)propyl)pyrrolidin-2-yl)methyl phosphate (537 mg, 0.69 mmol) in dioxane (10 ml) was treated with a solution of HCl (4N) in dioxane (1.2 ml) at ambient temperature for 15 hours. The solid was recovered by filtration, washed with dioxane, dried under vacuum at 50° C. to give the title compound (413 mg, 81% yield): As a reaction SMILES: [P:1]([O:13][CH2:14][C@@H:15]1[CH2:19][CH2:18][CH2:17][N:16]1[CH2:20][CH2:21][CH2:22][O:23][C:24]1[CH:33]=[C:32]2[C:27]([C:28]([NH:34][C:35]3[S:36][C:37]([CH2:40][C:41]([NH:43][C:44]4[CH:49]=[CH:48][C:47]([F:50])=[C:46]([F:51])[CH:45]=4)=[O:42])=[CH:38][N:39]=3)=[N:29][CH:30]=[N:31]2)=[CH:26][C:25]=1[O:52][CH3:53])([O:8]C(C)(C)C)([O:3]C(C)(C)C)=[O:2].Cl>O1CCOCC1>[P:1]([OH:3])([OH:8])([O:13][CH2:14][C@@H:15]1[CH2:19][CH2:18][CH2:17][N:16]1[CH2:20][CH2:21][CH2:22][O:23][C:24]1[CH:33]=[C:32]2[C:27]([C:28]([NH:34][C:35]3[S:36][C:37]([CH2:40][C:41]([NH:43][C:44]4[CH:49]=[CH:48][C:47]([F:50])=[C:46]([F:51])[CH:45]=4)=[O:42])=[CH:38][N:39]=3)=[N:29][CH:30]=[N:31]2)=[CH:26][C:25]=1[O:52][CH3:53])=[O:2]. Reactants: P(=O)(OC(C)(C)C)(OC(C)(C)C)OC[C@H]1N(CCC1)CCCOC1=C(C=C2C(=NC=NC2=C1)NC=1SC(=CN1)CC(=O)NC1=CC(=C(C=C1)F)F)OC (Di(tert-butyl) ((2S)-1-(3-((4-((5-(2-((3,4-difluorophenyl)amino)-2-oxoethyl)-1,3-thiazol-2-yl)amino)-6-methoxyquinazolin-7-yl)oxy)propyl)pyrrolidin-2-yl)methyl phosphate), Cl (HCl). Run in O1CCOCC1 (dioxane), O1CCOCC1 (dioxane). Product: P(=O)(OC[C@H]1N(CCC1)CCCOC1=C(C=C2C(=NC=NC2=C1)NC=1SC(=CN1)CC(=O)NC1=CC(=C(C=C1)F)F)OC)(O)O (1—((2S)-1-(3-((4-((5-(2-((3,4-difluorophenyl)amino)-2-oxoethyl)-1,3-thiazol-2-yl)amino)-6-methoxyquinazolin-7-yl)oxy)propyl)pyrrolidin-2-yl)methyl dihydrogen phosphate). Isolated yield 90.1%. The reactants are BrC1=C(C=C(C=C1)F)I (1-bromo-4-fluoro-2-iodo-benzene), BrC=1C=CC2=C(C(=C(O2)C)C(=O)O)C1 (5-bromo-methyl-benzofuran-3-carboxylic acid). Yields the product FC=1C=CC2=C(C(=C(O2)C)C(=O)O)C1 (5-Fluoro-methyl-benzofuran-3-carboxylic acid). RXN SMILES: Br[C:2]1[CH:7]=[CH:6][C:5]([F:8])=[CH:4][C:3]=1I.BrC1C=CC2[O:18][C:17]([CH3:19])=[C:16]([C:20]([OH:22])=[O:21])C=2C=1>>[F:8][C:5]1[CH:6]=[CH:7][C:2]2[O:18][C:17]([CH3:19])=[C:16]([C:20]([OH:22])=[O:21])[C:3]=2[CH:4]=1. Reported procedure: This intermediate was prepared from 1-bromo-4-fluoro-2-iodo-benzene in two steps according to the preparation of 5-bromo-methyl-benzofuran-3-carboxylic acid (from 1,4-dibromo-2-iodo-benzene). The reactants are Cc1c(CO)cccc1-c1ccccn1, Cc1ccccc1, CC1(C)C(C=C(Cl)C(F)(F)F)C1C(=O)Cl, c1ccncc1. Product: Cc1c(COC(=O)C2C(C=C(Cl)C(F)(F)F)C2(C)C)cccc1-c1ccccn1. Reaction SMILES: [CH3:16][c:17]1[c:18]([CH2:29][OH:30])[cH:19][cH:20][cH:21][c:22]1-[c:23]1[n:24][cH:25][cH:26][cH:27][cH:28]1.[CH3:37][c:38]1[cH:39][cH:40][cH:41][cH:42][cH:43]1.[Cl:1][C:2](=[CH:3][CH:4]1[C:5]([CH3:10])([CH3:11])[CH:6]1[C:7](=[O:8])[Cl:9])[C:12]([F:13])([F:14])[F:15].[cH:31]1[cH:32][cH:33][n:34][cH:35][cH:36]1>>[Cl:1][C:2](=[CH:3][CH:4]1[C:5]([CH3:10])([CH3:11])[CH:6]1[C:7](=[O:8])[O:30][CH2:29][c:18]1[c:17]([CH3:16])[c:22](-[c:23]2[n:24][cH:25][cH:26][cH:27][cH:28]2)[cH:21][cH:20][cH:19]1)[C:12]([F:13])([F:14])[F:15]. Reactants: C1(CC1)C=1C(=NC=C(C1)C1CC1)N1CCN(CC1)C(=O)C1=CC=C(C=C1)I ([4-(3,5-dicyclopropylpyridin-2-yl)piperazin-1-yl](4-iodophenyl)methanone), CC1(NC(OC1)=O)C (4,4-dimethyloxazolidin-2-one). Yields the product C1(CC1)C=1C(=NC=C(C1)C1CC1)N1CCN(CC1)C(=O)C1=CC=C(C=C1)N1C(OCC1(C)C)=O (3-{4-[4-(3,5-dicyclopropylpyridin-2-yl)piperazine-1-carbonyl]phenyl}-4,4-dimethyloxazolidin-2-one). The yield is 43.0%. As a reaction SMILES: [CH:1]1([C:4]2[C:5]([N:13]3[CH2:18][CH2:17][N:16]([C:19]([C:21]4[CH:26]=[CH:25][C:24](I)=[CH:23][CH:22]=4)=[O:20])[CH2:15][CH2:14]3)=[N:6][CH:7]=[C:8]([CH:10]3[CH2:12][CH2:11]3)[CH:9]=2)[CH2:3][CH2:2]1.[CH3:28][C:29]1([CH3:35])[CH2:33][O:32][C:31](=[O:34])[NH:30]1>>[CH:1]1([C:4]2[C:5]([N:13]3[CH2:18][CH2:17][N:16]([C:19]([C:21]4[CH:26]=[CH:25][C:24]([N:30]5[C:29]([CH3:35])([CH3:28])[CH2:33][O:32][C:31]5=[O:34])=[CH:23][CH:22]=4)=[O:20])[CH2:15][CH2:14]3)=[N:6][CH:7]=[C:8]([CH:10]3[CH2:12][CH2:11]3)[CH:9]=2)[CH2:3][CH2:2]1. Procedure: By reaction and treatment in the same manner as in Example 110 and using [4-(3,5-dicyclopropylpyridin-2-yl)piperazin-1-yl](4-iodophenyl)methanone (473 mg) described in Preparation Example 95 and 4,4-dimethyloxazolidin-2-one (138 mg), the title compound (198 mg) was obtained. Starting materials: [OH-].[Li+] (lithium hydroxide), C(C)OC(=O)C1CCC(CC1)OC1=CC(=C(C=C1)NC(=O)C=1OC(=NN1)NC1=C(C=C(C(=C1)F)F)F)F (4-(3-fluoro-4-{[5-(2,4,5-trifluoro-phenylamino)-[1,3,4]oxadiazole-2-carbonyl]-amino}-phenoxy)-cyclohexanecarboxylic acid ethyl ester), C(C)OC(=O)C1CCC(CC1)OC1=CC(=C(C=C1)NC(=O)C=1OC(=NN1)NC1=C(C=C(C(=C1)F)F)F)F (4-(3-fluoro-4-{[5-(2,4,5-trifluoro-phenylamino)-[1,3,4]oxadiazole-2-carbonyl]-amino}-phenoxy)-cyclohexanecarboxylic acid ethyl ester), C1CCOC1 (THF), CO (methanol). Run in O (water). Reaction conditions: time 4 hour. The product is FC=1C=C(O[C@H]2CC[C@H](CC2)C(=O)O)C=CC1NC(=O)C=1OC(=NN1)NC1=C(C=C(C(=C1)F)F)F (cis-4-(3-Fluoro-4-{[5-(2,4,5-trifluoro-phenylamino)-[1,3,4]oxadiazole-2-carbonyl]-amino}-phenoxy)-cyclohexanecarboxylic acid). Isolated yield 61.6%. Reaction SMILES: [OH-].[Li+].C([O:5][C:6]([CH:8]1[CH2:13][CH2:12][CH:11]([O:14][C:15]2[CH:20]=[CH:19][C:18]([NH:21][C:22]([C:24]3[O:25][C:26]([NH:29][C:30]4[CH:35]=[C:34]([F:36])[C:33]([F:37])=[CH:32][C:31]=4[F:38])=[N:27][N:28]=3)=[O:23])=[C:17]([F:39])[CH:16]=2)[CH2:10][CH2:9]1)=[O:7])C.C1COCC1.CO>O>[F:39][C:17]1[CH:16]=[C:15]([CH:20]=[CH:19][C:18]=1[NH:21][C:22]([C:24]1[O:25][C:26]([NH:29][C:30]2[CH:35]=[C:34]([F:36])[C:33]([F:37])=[CH:32][C:31]=2[F:38])=[N:27][N:28]=1)=[O:23])[O:14][C@@H:11]1[CH2:10][CH2:9][C@H:8]([C:6]([OH:7])=[O:5])[CH2:13][CH2:12]1 |f:0.1|. Procedure details: A solution of lithium hydroxide (965 mg, 23.0 mmol) in water (5 mL) was added in one portion to a solution of 4-(3-fluoro-4-{[5-(2,4,5-trifluoro-phenylamino)-[1,3,4]oxadiazole-2-carbonyl]-amino}-phenoxy)-cyclohexanecarboxylic acid ethyl ester (Intermediate 1, 1.2 g, 2.3 mmol) in a 1:1 mixture of THF and methanol (50 mL) and the mixture was stirred at ambient temperature for 4 h. The mixture was concentrated in vacuo, acidified with a 1M aqueous solution of citric acid and then filtered to leave ... Starting materials: C(C)(=O)OC(C)=O (acetic anhydride), OC[C@H]1OCO[C@@H]1CO ((4R,5R)-4,5-bis(hydroxymethyl)-1,3-dioxolane), C(C)O (ethanol), C(C)(=O)OC(C)=O (acetic anhydride). Solvent: N1=CC=CC=C1 (pyridine). Yields the product C(C)(=O)OC[C@H]1OCO[C@@H]1COC(C)=O ((4R,5R)-4,5-bis(acetoxymethyl)-1,3-dioxolane). As a reaction SMILES: [OH:1][CH2:2][C@@H:3]1[C@@H:7]([CH2:8][OH:9])[O:6][CH2:5][O:4]1.[C:10](OC(=O)C)(=[O:12])[CH3:11].[CH2:17]([OH:19])[CH3:18]>N1C=CC=CC=1>[C:10]([O:1][CH2:2][C@@H:3]1[C@@H:7]([CH2:8][O:9][C:17](=[O:19])[CH3:18])[O:6][CH2:5][O:4]1)(=[O:12])[CH3:11]. Procedure details: The crude (4R,5R)-4,5-bis(hydroxymethyl)-1,3dioxolane obtained in Example 3 was dissolved in 300 ml of pyridine. After the addition of 150 g of excessive amount of acetic anhydride under ice cooling, the mixture was reacted for about 16 hours while stirring at room temperature. 20 ml of ethanol was added in portions while cooling over a water bath in order to decompose the excessive amount of acetic anhydride. After concentration by evaporator, the concentrate was extracted with 500 ml of ethyl ...